Dataset: the Open Reaction Database (ORD), a public repository of structured organic reaction records. Task: describe an organic reaction: reactants, conditions, products, and yield The reactants are C(C)OC(C(C(=O)O)CC1=CN=C(S1)NC(=O)OC(C)(C)C)=O (2-(2-tert- butoxycarbonylamino-thiazol-5-ylmethyl)-malonic acid monoethyl ester), aqueous solution, C=O (formaldehyde), C(Cl)Cl (CH2Cl2), C(C)NCC (diethyl amine). The solvent is O (water). Run at time 8 hour. Product: C(C)OC(C(=C)CC1=CN=C(S1)NC(=O)OC(C)(C)C)=O (2-(2-tert-butoxycarbonylamino-thiazol-5-ylmethyl)-acrylic acid ethyl ester). The yield is 81.8%. As a reaction SMILES: [CH2:1]([O:3][C:4](=[O:23])[CH:5]([CH2:9][C:10]1[S:14][C:13]([NH:15][C:16]([O:18][C:19]([CH3:22])([CH3:21])[CH3:20])=[O:17])=[N:12][CH:11]=1)[C:6](O)=O)[CH3:2].C=O.C(Cl)Cl.C(NCC)C>O>[CH2:1]([O:3][C:4](=[O:23])[C:5]([CH2:9][C:10]1[S:14][C:13]([NH:15][C:16]([O:18][C:19]([CH3:22])([CH3:21])[CH3:20])=[O:17])=[N:12][CH:11]=1)=[CH2:6])[CH3:2]. Reported procedure: To a mixture of 2-(2-tert- butoxycarbonylamino-thiazol-5-ylmethyl)-malonic acid monoethyl ester (94 mg; 0.27 mmol), a 36% aqueous solution of formaldehyde (36 μl; 1.2 mmol), CH2Cl2 (0.2 mL) and water (0.2 mL) was added at 0° C. diethyl amine (30 μl; 0.40 mmol). The reaction mixture was stirred at room temperature overnight, poured onto ice-water and extracted with CH2Cl2. The combined organic phases were washed with 5% NaHCO3, dried and concentrated to yield 2-(2-tert-butoxycarbonylamino-thiazol... The reactants are C(C)(C)(C)C1=C(O)C(=CC(=C1)O)C(C)(C)C (2,6-di-t-butylhydroquinone), ClC=1C=CC(=C(C1)N(C(OC(C)(C)C)=O)C)[N+](=O)[O-] (t-butyl N-(5-chloro-2-nitrophenyl)-N-methylcarbamate), [H-].[Na+] (sodium hydride). Solvent: CN(C=O)C (N,N-dimethylformamide). Product: C(C)(C)(C)C=1C=C(OC=2C=CC(=C(C2)N(C(OC(C)(C)C)=O)C)[N+](=O)[O-])C=C(C1O)C(C)(C)C (t-Butyl N-[5-(3,5-di-t-butyl-4-hydroxyphenoxy)-2-nitrophenyl]-N-methylcarbamate). Isolated yield 6.4%. Reaction SMILES: [C:1]([C:5]1[CH:11]=[C:10]([OH:12])[CH:9]=[C:8]([C:13]([CH3:16])([CH3:15])[CH3:14])[C:6]=1[OH:7])([CH3:4])([CH3:3])[CH3:2].Cl[C:18]1[CH:19]=[CH:20][C:21]([N+:33]([O-:35])=[O:34])=[C:22]([N:24]([CH3:32])[C:25](=[O:31])[O:26][C:27]([CH3:30])([CH3:29])[CH3:28])[CH:23]=1.[H-].[Na+]>CN(C)C=O>[C:13]([C:8]1[CH:9]=[C:10]([CH:11]=[C:5]([C:1]([CH3:4])([CH3:3])[CH3:2])[C:6]=1[OH:7])[O:12][C:18]1[CH:19]=[CH:20][C:21]([N+:33]([O-:35])=[O:34])=[C:22]([N:24]([CH3:32])[C:25](=[O:31])[O:26][C:27]([CH3:28])([CH3:29])[CH3:30])[CH:23]=1)([CH3:16])([CH3:15])[CH3:14] |f:2.3|. Procedure details: In a similar manner to that described in Reference Example 6, a reaction was carried out using 2,6-di-t-butylhydroquinone (4.44 g), t-butyl N-(5-chloro-2-nitrophenyl)-N-methylcarbamate (8.60 g), sodium hydride (55 wt. %, 2.18 g) and anhydrous N,N-dimethylformamide (50 ml) and the reaction mixture was purified to give the title compound (0.60 g).